From a dataset of the Open Reaction Database (ORD), a public repository of structured organic reaction records. describe an organic reaction: reactants, conditions, products, and yield Starting materials: O=C([O-])[O-], CN1C(=O)CCC2(C)c3ccc(S)cc3CCC12, CN(C)C=O, CCOC(C)=O, Cc1cc2ccccc2nc1Cl, [K+], [K+]. Yields the product Cc1cc2ccccc2nc1Sc1ccc2c(c1)CCC1N(C)C(=O)CCC21C. RXN SMILES: [C:19](=[O:20])([O-:21])[O-:22].[CH3:1][N:2]1[C:3](=[O:18])[CH2:4][CH2:5][C:6]2([CH3:17])[c:7]3[c:8]([cH:12][c:13]([SH:16])[cH:14][cH:15]3)[CH2:9][CH2:10][CH:11]12.[CH3:37][N:38]([CH3:39])[CH:40]=[O:41].[CH3:42][CH2:43][O:44][C:45](=[O:46])[CH3:47].[Cl:25][c:26]1[n:27][c:28]2[cH:29][cH:30][cH:31][cH:32][c:33]2[cH:34][c:35]1[CH3:36].[K+:23].[K+:24]>>[CH3:1][N:2]1[C:3](=[O:18])[CH2:4][CH2:5][C:6]2([CH3:17])[c:7]3[c:8]([cH:12][c:13]([S:16][c:26]4[n:27][c:28]5[cH:29][cH:30][cH:31][cH:32][c:33]5[cH:34][c:35]4[CH3:36])[cH:14][cH:15]3)[CH2:9][CH2:10][CH:11]12. The reactants are C1(=CC=CC=C1)CS(=O)(=O)C=1C=C2CC(NC2=CC1)=O (5-Phenylmethanesulfonyl-1,3-dihydro-indol-2-one), C(=O)C1=C(C(=C(N1)C)CCC(=O)O)C (3-(5-formyl-2,4-dimethyl-1H-pyrrol-3-yl)-propionic acid). Product: CC=1NC(=C(C1CCC(=O)O)C)\C=C\1/C(NC2=CC=C(C=C12)S(=O)(=O)CC1=CC=CC=C1)=O (3-{2,4-Dimethyl-5-[2-oxo-5-phenylmethanesulfonyl-1,2-dihydro-indol-(3Z)-ylidenemethyl]-1H-pyrrol-3-yl}-propionic acid). RXN SMILES: [C:1]1([CH2:7][S:8]([C:11]2[CH:12]=[C:13]3[C:17](=[CH:18][CH:19]=2)[NH:16][C:15](=[O:20])[CH2:14]3)(=[O:10])=[O:9])[CH:6]=[CH:5][CH:4]=[CH:3][CH:2]=1.[CH:21]([C:23]1[NH:27][C:26]([CH3:28])=[C:25]([CH2:29][CH2:30][C:31]([OH:33])=[O:32])[C:24]=1[CH3:34])=O>>[CH3:28][C:26]1[NH:27][C:23](/[CH:21]=[C:14]2\[C:15](=[O:20])[NH:16][C:17]3[C:13]\2=[CH:12][C:11]([S:8]([CH2:7][C:1]2[CH:2]=[CH:3][CH:4]=[CH:5][CH:6]=2)(=[O:10])=[O:9])=[CH:19][CH:18]=3)=[C:24]([CH3:34])[C:25]=1[CH2:29][CH2:30][C:31]([OH:33])=[O:32]. Procedure: 5-Phenylmethanesulfonyl-1,3-dihydro-indol-2-one was condensed with 3-(5-formyl-2,4-dimethyl-1H-pyrrol-3-yl)-propionic acid to give the titled compound.